From a dataset of the Open Reaction Database (ORD), a public repository of structured organic reaction records. describe an organic reaction: reactants, conditions, products, and yield Starting materials: BrCc1ccccc1, O=C([O-])[O-], Cc1cc(O)cc(C)c1C=O, [K+], [K+], CN(C)C=O. Product: Cc1cc(OCc2ccccc2)cc(C)c1C=O. As a reaction SMILES: [Br:12][CH2:13][c:14]1[cH:15][cH:16][cH:17][cH:18][cH:19]1.[C:20](=[O:21])([O-:22])[O-:23].[CH3:1][c:2]1[c:3]([CH:4]=[O:5])[c:6]([CH3:11])[cH:7][c:8]([OH:10])[cH:9]1.[K+:24].[K+:25].[O:26]=[CH:27][N:28]([CH3:29])[CH3:30]>>[CH3:1][c:2]1[c:3]([CH:4]=[O:5])[c:6]([CH3:11])[cH:7][c:8]([O:10][CH2:13][c:14]2[cH:15][cH:16][cH:17][cH:18][cH:19]2)[cH:9]1. Reaction SMILES: Cl[C:2]1[N:12]=[C:11]2[C:5]([N:6]([CH3:21])[C:7](=[O:20])[CH2:8][CH2:9][N:10]2[CH2:13][C:14]2[N:15]=[C:16]([CH3:19])[S:17][CH:18]=2)=[CH:4][N:3]=1.[NH2:22][C:23]1[CH:38]=[CH:37][C:26]([C:27]([NH:29][CH:30]2[CH2:35][CH2:34][N:33]([CH3:36])[CH2:32][CH2:31]2)=[O:28])=[CH:25][C:24]=1[O:39][CH3:40].C1(C)C=CC(S(O)(=O)=O)=CC=1.O>CC(C)CC(O)C.CO>[CH3:40][O:39][C:24]1[CH:25]=[C:26]([CH:37]=[CH:38][C:23]=1[NH:22][C:2]1[N:12]=[C:11]2[C:5](=[CH:4][N:3]=1)[N:6]([CH3:21])[C:7](=[O:20])[CH2:8][CH2:9][N:10]2[CH2:13][C:14]1[N:15]=[C:16]([CH3:19])[S:17][CH:18]=1)[C:27]([NH:29][CH:30]1[CH2:35][CH2:34][N:33]([CH3:36])[CH2:32][CH2:31]1)=[O:28]. Product: COC=1C=C(C(=O)NC2CCN(CC2)C)C=CC1NC=1N=C2N(CCC(N(C2=CN1)C)=O)CC=1N=C(SC1)C (3-methoxy-4-[[2-methyl-6-[(2-methyl1,3-thiazol-4-yl)methyl]-3-oxo-2,6,8,10-tetrazabicyclo[5.4.0]undeca-7,9,11-trien-9-yl]amino]-N-(1-methyl-4-piperidyl)benzamide), solid. Procedure details: 10-chloro-6-methyl-2-[(2-methyl-1,3-thiazol-4-yl)methyl]-2,6,9,11-tetrazabicyclo[5.4.0]undeca-7,9,11-trien-5-one (Intermediate 101; 58 mg, 0.18 mmol), 4-amino-3-methoxy-N-(1-methyl-4-piperidyl)benzamide (WO06/018220; 49 mg, 0.19 mmol) and p-toluene sulphonic acid (70 mg, 0.37 mmol) were taken up in 4-methyl-2-pentanol (2 mL) and heated to 160° C. in microwave by microwave irradiation for 1 hour. The reaction mixture was dissolved in methanol (5 mL) and water (˜5 mL) and poured directly onto an S... Conditions: temperature 160 celsius. The reactants are C1(=CC=C(C=C1)S(=O)(=O)O)C (p-toluene sulphonic acid), NC1=C(C=C(C(=O)NC2CCN(CC2)C)C=C1)OC (4-amino-3-methoxy-N-(1-methyl-4-piperidyl)benzamide), ClC1=NC=C2N(C(CCN(C2=N1)CC=1N=C(SC1)C)=O)C (10-chloro-6-methyl-2-[(2-methyl-1,3-thiazol-4-yl)methyl]-2,6,9,11-tetrazabicyclo[5.4.0]undeca-7,9,11-trien-5-one), ClC1=NC=C2N(C(CCN(C2=N1)CC=1N=C(SC1)C)=O)C (10-chloro-6-methyl-2-[(2-methyl-1,3-thiazol-4-yl)methyl]-2,6,9,11-tetrazabicyclo[5.4.0]undeca-7,9,11-trien-5-one), O (water). The yield is 26.0%. Solvent: CO (methanol), CC(CC(C)O)C (4-methyl-2-pentanol). Starting materials: C1(=CC=CC=C1)C (toluene), C(CC)C1=C(C=2CC3=C(C=CC=C3C2C=C1OB(O)O)F)F ((2-propyl-1,8-difluorofluorenyl)boric acid), IC1=CC=C(C=C1)C (p-iodotoluene), C([O-])([O-])=O.[Na+].[Na+] (sodium carbonate). The reagents and catalysts are C=1C=CC(=CC1)[P](C=2C=CC=CC2)(C=3C=CC=CC3)[Pd]([P](C=4C=CC=CC4)(C=5C=CC=CC5)C=6C=CC=CC6)([P](C=7C=CC=CC7)(C=8C=CC=CC8)C=9C=CC=CC9)[P](C=1C=CC=CC1)(C=1C=CC=CC1)C=1C=CC=CC1 (tetrakis(triphenylphosphine)palladium). Solvent: C(C)O (ethanol). Product: CC1=CC=C(C=C1)C1=CC=C2C=3C=CC(=C(C3CC2=C1F)F)CCC (7-(4-methylphenyl)-2-(n-propyl)-1,8-difluorofluorene). As a reaction SMILES: [C:1]1([CH3:7])[CH:6]=[CH:5][CH:4]=[CH:3][CH:2]=1.[CH2:8]([C:11]1[C:23](OB(O)O)=[CH:22][C:21]2[C:20]3[C:15](=[C:16]([F:28])[CH:17]=[CH:18][CH:19]=3)[CH2:14][C:13]=2[C:12]=1[F:29])[CH2:9][CH3:10].IC1C=CC(C)=CC=1.C(=O)([O-])[O-].[Na+].[Na+]>C1C=CC([P]([Pd]([P](C2C=CC=CC=2)(C2C=CC=CC=2)C2C=CC=CC=2)([P](C2C=CC=CC=2)(C2C=CC=CC=2)C2C=CC=CC=2)[P](C2C=CC=CC=2)(C2C=CC=CC=2)C2C=CC=CC=2)(C2C=CC=CC=2)C2C=CC=CC=2)=CC=1.C(O)C>[CH3:7][C:1]1[CH:6]=[CH:5][C:4]([C:17]2[C:16]([F:28])=[C:15]3[C:20]([C:21]4[CH:22]=[CH:23][C:11]([CH2:8][CH2:9][CH3:10])=[C:12]([F:29])[C:13]=4[CH2:14]3)=[CH:19][CH:18]=2)=[CH:3][CH:2]=1 |f:3.4.5,^1:47,49,68,87|. Procedure details: To 200 ml of toluene was added 8.2 g of (2-propyl-1,8-difluorofluorenyl)boric acid (K-5), 7.4 g of p-iodotoluene, 31 ml of 2M aqueous sodium carbonate, 0.5 ml of ethanol and 1.0 g of tetrakis(triphenylphosphine)palladium, and the mixture was refluxed under heat for 20 hours. The reaction mixture was then washed sequentially with water and a saturated aqueous solution of sodium chloride, dried, and then purified by silica gel chromatography to yield 7.1 g of 7-(4-methylphenyl)-2-(n-propyl)-1,8-di... Reactants: FC1(OC2=C(N(C1=O)C)C=CC(=C2)N)F (2,2-difluoro-4-methyl-7-amino-4H-1,4-benzoxazin-3-one), O([Li])S(=O)(=O)C(F)(F)F (LiOTf), C(C)#N (acetonitrile), C1=CN(C=N1)C(=O)N2C=CN=C2 (CDI), COC([C@H]1CO1)=O (methyl-(R)-glycidate). Run in Cl (HCl). Conditions: temperature 50 celsius, time 8 hour. Yields the product COC(=O)[C@H]1CN(C(O1)=O)C1=CC2=C(N(C(C(O2)(F)F)=O)C)C=C1 ((5R)-3-(2,2-difluoro-4-methyl-3,4-dihydro-3-oxo-2H-1,4-benzoxazin-7-yl)-2-oxo-5-oxazolidinecarboxylic acid methyl ester). Isolated yield 77.0%. Reaction SMILES: [F:1][C:2]1([F:15])[C:7](=[O:8])[N:6]([CH3:9])[C:5]2[CH:10]=[CH:11][C:12]([NH2:14])=[CH:13][C:4]=2[O:3]1.[O:16](S(C(F)(F)F)(=O)=O)[Li].[CH3:25][O:26][C:27](=[O:31])[C@@H]1OC1.C1N=CN([C:37](N2C=NC=C2)=[O:38])C=1.[C:44](#N)[CH3:45]>Cl>[CH3:25][O:26][C:27]([C@@H:44]1[O:16][C:37](=[O:38])[N:14]([C:12]2[CH:11]=[CH:10][C:5]3[N:6]([CH3:9])[C:7](=[O:8])[C:2]([F:1])([F:15])[O:3][C:4]=3[CH:13]=2)[CH2:45]1)=[O:31]. Procedure: To a stirred solution 2,2-difluoro-7-amino-4-methyl-4H-1,4-benzoxazin-3-one (Step 2, 1.05 g, 4.90 mmol) in acetonitrile (25 mL) is added LiOTf (841 mg, 5.39 mmol) followed by methyl-(R)-glycidate (549 mg, 5.39 mmol). The resulting mixture is heated to 50° C. over night at which time HPLC indicates complete consumption of the starting material. The reaction is quenched by addition of water (50 mL), EtOAc (100 mL) and saline (50 mL). The organic phase is separated followed by further extraction of... Reactants: C1=C(C=CC2=CC=CC=C12)B(O)O (2-naphthaleneboronic acid), BrC=1C=C(C=O)C=CC1OCC1CCCCC1 (3-bromo-4-cyclohexylmethyloxybenzaldehyde), C([O-])([O-])=O.[Na+].[Na+] (sodium carbonate), C1(=CC=CC=C1)C (toluene). Reagents/catalysts: C=1C=CC(=CC1)[P](C=2C=CC=CC2)(C=3C=CC=CC3)[Pd]([P](C=4C=CC=CC4)(C=5C=CC=CC5)C=6C=CC=CC6)([P](C=7C=CC=CC7)(C=8C=CC=CC8)C=9C=CC=CC9)[P](C=1C=CC=CC1)(C=1C=CC=CC1)C=1C=CC=CC1 (tetrakistriphenylphosphinepalladium(0)), C=1C=CC(=CC1)[P](C=2C=CC=CC2)(C=3C=CC=CC3)[Pd]([P](C=4C=CC=CC4)(C=5C=CC=CC5)C=6C=CC=CC6)([P](C=7C=CC=CC7)(C=8C=CC=CC8)C=9C=CC=CC9)[P](C=1C=CC=CC1)(C=1C=CC=CC1)C=1C=CC=CC1 ((Ph3P)4Pd). The solvent is CO (methanol), C(C)(=O)OCC (ethyl acetate). Run at temperature 80 celsius, time 17 hour. Product: C1(CCCCC1)COC1=C(C=C(C=O)C=C1)C1=CC2=CC=CC=C2C=C1 (4-cyclohexylmethyloxy-3-(naphthalen-2-yl)benzaldehyde). Isolated yield 32.2%. As a reaction SMILES: [CH:1]1[C:10]2[C:5](=[CH:6][CH:7]=[CH:8][CH:9]=2)[CH:4]=[CH:3][C:2]=1B(O)O.Br[C:15]1[CH:16]=[C:17]([CH:20]=[CH:21][C:22]=1[O:23][CH2:24][CH:25]1[CH2:30][CH2:29][CH2:28][CH2:27][CH2:26]1)[CH:18]=[O:19].C(=O)([O-])[O-].[Na+].[Na+].C1(C)C=CC=CC=1>CO.C1C=CC([P]([Pd]([P](C2C=CC=CC=2)(C2C=CC=CC=2)C2C=CC=CC=2)([P](C2C=CC=CC=2)(C2C=CC=CC=2)C2C=CC=CC=2)[P](C2C=CC=CC=2)(C2C=CC=CC=2)C2C=CC=CC=2)(C2C=CC=CC=2)C2C=CC=CC=2)=CC=1.C(OCC)(=O)C>[CH:25]1([CH2:24][O:23][C:22]2[CH:21]=[CH:20][C:17]([CH:18]=[O:19])=[CH:16][C:15]=2[C:2]2[CH:3]=[CH:4][C:5]3[C:10](=[CH:9][CH:8]=[CH:7][CH:6]=3)[CH:1]=2)[CH2:26][CH2:27][CH2:28][CH2:29][CH2:30]1 |f:2.3.4,^1:49,51,70,89|. Procedure: A solution of 2-naphthaleneboronic acid (535 mg) in methanol (5.0 ml), Intermediate 25 (1.16 g), and 2 M aqueous sodium carbonate (0.9 ml) were added with toluene (10.0 ml) and tetrakistriphenylphosphinepalladium(0) [hereinafter abbreviated as “(Ph3P)4Pd”] (116 mg, Nakarai Tecs), and stirred at 80° C. for 17 hours. The reaction mixture was added with ethyl acetate (100 ml), and washed successively with saturated aqueous sodium hydrogencarbonate, saturated aqueous ammonium chloride and saturated ... The reactants are BrC1=CC=C2C(=NNC2=C1)CN(C)C ((6-Bromo-1H-indazol-3-ylmethyl)-dimethyl-amine), [H-].[Na+] (NaH), ClC1=NC(=NC=C1)N (4-chloropyrimidin-2-amine). Solvent: CN(C)C=O (DMF), CN(C)C=O (DMF). Run at time 15 minute. Yields the product BrC1=CC=C2C(=NN(C2=C1)C1=NC(=NC=C1)N)CN(C)C (4-{6-bromo-3-[(dimethylamino)methyl]-1H-indazol-1-yl}pyrimidin-2-amine). Reaction SMILES: [Br:1][C:2]1[CH:10]=[C:9]2[C:5]([C:6]([CH2:11][N:12]([CH3:14])[CH3:13])=[N:7][NH:8]2)=[CH:4][CH:3]=1.[H-].[Na+].Cl[C:18]1[CH:23]=[CH:22][N:21]=[C:20]([NH2:24])[N:19]=1>CN(C=O)C>[Br:1][C:2]1[CH:10]=[C:9]2[C:5]([C:6]([CH2:11][N:12]([CH3:14])[CH3:13])=[N:7][N:8]2[C:18]2[CH:23]=[CH:22][N:21]=[C:20]([NH2:24])[N:19]=2)=[CH:4][CH:3]=1 |f:1.2|. Procedure details: To a solution of (6-Bromo-1H-indazol-3-ylmethyl)-dimethyl-amine (523 mg, 2.05 mmol) in DMF (8 mL) was added NaH (60% oil dispersion) (132 mg, 3.29 mmol) at 0° C. The reaction mixture was allowed to warm up to RT and was stirred for 15 min. A solution of 4-chloropyrimidin-2-amine (533 mg, 4.11 mmol) in DMF (3 mL) was added slowly. The resulting mixture was stirred at 60° C. for 18 hr. When the reaction mixture was partitioned between EtOAc (25 mL) and water (10 mL), precipitation occurred. The so... The reactants are ClC1=CC=C(C=C1)C=1C=CC2=C(C=C(CCO2)C(=O)OCC)C1 (ethyl 7-(4-chlorophenyl)-2,3-dihydro-1-benzoxepine-4-carboxylate), [OH-].[Na+] (sodium hydroxide). Run in O1C(CCC1)CCO (tetrahydrofuran-ethanol). Reaction conditions: time 42 hour. Yields the product ClC1=CC=C(C=C1)C=1C=CC2=C(C=C(CCO2)C(=O)O)C1 (7-(4-chlorophenyl)-2,3-dihydro-1-benzoxepine-4-carboxylic acid). Yield: 93.5%. RXN SMILES: [Cl:1][C:2]1[CH:7]=[CH:6][C:5]([C:8]2[CH:9]=[CH:10][C:11]3[O:17][CH2:16][CH2:15][C:14]([C:18]([O:20]CC)=[O:19])=[CH:13][C:12]=3[CH:23]=2)=[CH:4][CH:3]=1.[OH-].[Na+]>O1CCCC1CCO>[Cl:1][C:2]1[CH:3]=[CH:4][C:5]([C:8]2[CH:9]=[CH:10][C:11]3[O:17][CH2:16][CH2:15][C:14]([C:18]([OH:20])=[O:19])=[CH:13][C:12]=3[CH:23]=2)=[CH:6][CH:7]=1 |f:1.2|. Reported procedure: To a solution of ethyl 7-(4-chlorophenyl)-2,3-dihydro-1-benzoxepine-4-carboxylate (400 mg) in tetrahydrofuran-ethanol (10-10 ml) was added 1N sodium hydroxide (2.0 ml) at room temperature, and the mixture was stirred for 42 hours and concentrated under reduced pressure. To the residue was added 1N hydrochloric acid (15 ml), and the mixture was extracted with ethyl acetate. The organic layer was washed with saturated sodium chloride solution, dried with magnesium sulfate and concentrated. The res...